Dataset: the Open Reaction Database (ORD), a public repository of structured organic reaction records. Task: describe an organic reaction: reactants, conditions, products, and yield The reactants are FC(C1=CC=C(C=C1)C)(C1=CC=CC=C1)F (4-(difluoro-phenyl-methyl)-toluene), C1CC(=O)N(C1=O)Br (NBS), CC(C)(C#N)N=NC(C)(C)C#N (AIBN). Solvent: C(Cl)(Cl)(Cl)Cl (carbon tetrachloride). Reaction conditions: temperature 80 celsius, time 4.5 hour. The product is FC(C1=CC=C(CN)C=C1)(C1=CC=CC=C1)F (4-(Difluoro-phenyl-methyl)-benzylamine). As a reaction SMILES: [F:1][C:2]([F:16])([C:10]1[CH:15]=[CH:14][CH:13]=[CH:12][CH:11]=1)[C:3]1[CH:8]=[CH:7][C:6]([CH3:9])=[CH:5][CH:4]=1.C1C(=O)[N:21](Br)C(=O)C1.CC(N=NC(C#N)(C)C)(C#N)C>C(Cl)(Cl)(Cl)Cl>[F:1][C:2]([F:16])([C:10]1[CH:11]=[CH:12][CH:13]=[CH:14][CH:15]=1)[C:3]1[CH:4]=[CH:5][C:6]([CH2:9][NH2:21])=[CH:7][CH:8]=1. Procedure details: Combine 4-(difluoro-phenyl-methyl)-toluene (0.29 g, 1.35 mmol, prepared by following the procedure described in Tetrahedron 1996, 52, 9), NBS (0.26 g, 1.48 mmol), and AIBN (6 mg, 0.03 mmol) in carbon tetrachloride (8 mL) and heat at 80° C. for 16 h. Evaporate the mixture and pass the residue through a pad of silica gel washing with hexane and evaporate the filtrate. Dissolve the residue in methanol and add dropwise to 7M ammonia in methanol (100 mL) at 0° C. After 4.5 h, evaporate the mixture an... The reactants are brown powder, ClC1=C(C=NC2=CC=C(C=C12)N(C)C)C#N (4-chloro-6-dimethylaminoquinoline-3-carbonitrile), COC=1C=C(N)C=CC1 (3-methoxyaniline), CN(C=1C=C2C(=C(C=NC2=CC1)C#N)NC1=CC(=CC=C1)OC)C (6-dimethylamino-4-(3-methoxyphenylamino)quinoline-3-carbonitrile). Reported procedure: Prepared from 0.400 g of 4-chloro-6-dimethylaminoquinoline-3-carbonitrile and 0.256 g of 3-methoxyaniline in the same manner as Example 395. The yield of 6-dimethylamino-4-(3-methoxyphenylamino)quinoline-3-carbonitrile was 0.532 g of brown powder: mass spectrum (electrospray, m/e): M+H 318.9. Product: Cl.CN(C=1C=C2C(=C(C=NC2=CC1)C#N)NC1=CC(=CC=C1)OC)C (6-Dimethylamino-4-(3-methoxyphenylamino)quinoline-3-carbonitrile Hydrochloride). RXN SMILES: [Cl:1]C1C2C(=CC=C(N(C)C)C=2)N=CC=1C#N.COC1C=C(C=CC=1)N.[CH3:26][N:27]([CH3:49])[C:28]1[CH:29]=[C:30]2[C:35](=[CH:36][CH:37]=1)[N:34]=[CH:33][C:32]([C:38]#[N:39])=[C:31]2[NH:40][C:41]1[CH:46]=[CH:45][CH:44]=[C:43]([O:47][CH3:48])[CH:42]=1>>[ClH:1].[CH3:26][N:27]([CH3:49])[C:28]1[CH:29]=[C:30]2[C:35](=[CH:36][CH:37]=1)[N:34]=[CH:33][C:32]([C:38]#[N:39])=[C:31]2[NH:40][C:41]1[CH:46]=[CH:45][CH:44]=[C:43]([O:47][CH3:48])[CH:42]=1 |f:3.4|. The product is O=C(N1CCCC1)n1c(-c2cc(C(F)(F)F)ccn2)noc1=O. Reactants: O=c1nc(-c2cc(C(F)(F)F)ccn2)[nH]o1, C1CCC2=NCCCN2CC1, O=C(Cl)N1CCCC1, c1ccncc1. RXN SMILES: [F:12][C:13]([c:14]1[cH:15][c:16](-[c:20]2[nH:21][o:22][c:23](=[O:25])[n:24]2)[n:17][cH:18][cH:19]1)([F:26])[F:27].[N:1]12[CH2:2][CH2:3][CH2:4][N:5]=[C:6]1[CH2:7][CH2:8][CH2:9][CH2:10][CH2:11]2.[N:28]1([C:33](=[O:34])[Cl:35])[CH2:29][CH2:30][CH2:31][CH2:32]1.[cH:36]1[cH:37][cH:38][n:39][cH:40][cH:41]1>>[F:12][C:13]([c:14]1[cH:15][c:16](-[c:20]2[n:21][o:22][c:23](=[O:25])[n:24]2[C:33]([N:28]2[CH2:29][CH2:30][CH2:31][CH2:32]2)=[O:34])[n:17][cH:18][cH:19]1)([F:26])[F:27]. Starting materials: CC(C)(C)OC(=O)Nc1ccc(-c2ccccc2F)cc1N, CCOC(=O)CC(=O)c1cccc(-n2cnnn2)c1. As a reaction SMILES: [C:1]([CH3:2])([CH3:3])([CH3:4])[O:5][C:6]([NH:7][c:8]1[c:9]([NH2:21])[cH:10][c:11](-[c:14]2[c:15]([F:20])[cH:16][cH:17][cH:18][cH:19]2)[cH:12][cH:13]1)=[O:22].[CH2:23]([O:25][C:26](=[O:24])[CH2:27][C:28]([c:29]1[cH:30][c:31](-[n:35]2[n:36][n:37][n:38][cH:39]2)[cH:32][cH:33][cH:34]1)=[O:40])[CH3:41]>>[C:1]([CH3:2])([CH3:3])([CH3:4])[O:5][C:6]([NH:7][c:8]1[c:9]([NH:21][C:26](=[O:25])[CH2:27][C:28]([c:29]2[cH:30][c:31](-[n:35]3[n:36][n:37][n:38][cH:39]3)[cH:32][cH:33][cH:34]2)=[O:40])[cH:10][c:11](-[c:14]2[c:15]([F:20])[cH:16][cH:17][cH:18][cH:19]2)[cH:12][cH:13]1)=[O:22]. The product is CC(C)(C)OC(=O)Nc1ccc(-c2ccccc2F)cc1NC(=O)CC(=O)c1cccc(-n2cnnn2)c1. The reactants are [BH4-].[Na+] (Sodium borohydride), formula IV, CN1CC(C(CC1)=O)C1=CC=CC=C1 (methyl-3-phenyl-4-piperidone). Run in O.CO (water methanol). Run at time 30 minute. Yields the product CN1C[C@H]([C@H](CC1)O)C1=CC=CC=C1 (cis-1-methyl-3-phenyl-4-piperidinol). Reaction SMILES: [BH4-].[Na+].[CH3:3][N:4]1[CH2:9][CH2:8][C:7](=[O:10])[CH:6]([C:11]2[CH:16]=[CH:15][CH:14]=[CH:13][CH:12]=2)[CH2:5]1>O.CO>[CH3:3][N:4]1[CH2:9][CH2:8][C@H:7]([OH:10])[C@H:6]([C:11]2[CH:16]=[CH:15][CH:14]=[CH:13][CH:12]=2)[CH2:5]1 |f:0.1,3.4|. Procedure: Sodium borohydride (9.46 g) is added portionwise to a solution of the compound of formula IV, (-methyl-3-phenyl-4-piperidone (94.6 g, described by A. A. Patchett and F. F. Gianuso, supra), in water-methanol 1:9 (250 ml). The mixture is stirred for 30 minutes and the methanol is evaporated. The aqueous residue is diluted with water, 6N hydrochloric acid and washed with ether. The aqueous phase is made alkaline and extracted with chloroform. The chloroform extract is evaporated and crystallized fr...